From a dataset of the Open Reaction Database (ORD), a public repository of structured organic reaction records. describe an organic reaction: reactants, conditions, products, and yield Starting materials: C1(CCCC(=O)O1)=O (glutaric anhydride), compound A2, C(C)OC=1C=C(C=CC1OCC)C1=NN(C([C@@H]2CC=CC[C@H]12)=O)C1CCN(CC1)S(=O)(=O)C1=CC=C(C=C1)C ((4aS,8aR)-4-(3,4-Diethoxyphenyl)-2-[1-(toluene-4-sulfonyl)-piperidin-4-yl]-4a,5,8,8a-tetrahydro-2H-phthalazin-1-one). RXN SMILES: [C:1]1(=[O:8])[O:7][C:5](=[O:6])[CH2:4][CH2:3][CH2:2]1.[CH2:9]([O:11][C:12]1[CH:13]=[C:14]([C:21]2[C@@H:30]3[C@@H:25]([CH2:26][CH:27]=[CH:28][CH2:29]3)[C:24](=[O:31])[N:23]([CH:32]3[CH2:37][CH2:36][N:35](S(C4C=CC(C)=CC=4)(=O)=O)[CH2:34][CH2:33]3)[N:22]=2)[CH:15]=[CH:16][C:17]=1[O:18][CH2:19][CH3:20])[CH3:10]>>[CH2:9]([O:11][C:12]1[CH:13]=[C:14]([C:21]2[C@@H:30]3[C@@H:25]([CH2:26][CH:27]=[CH:28][CH2:29]3)[C:24](=[O:31])[N:23]([CH:32]3[CH2:33][CH2:34][N:35]([C:5](=[O:6])[CH2:4][CH2:3][CH2:2][C:1]([OH:7])=[O:8])[CH2:36][CH2:37]3)[N:22]=2)[CH:15]=[CH:16][C:17]=1[O:18][CH2:19][CH3:20])[CH3:10]. Reported procedure: Prepared from glutaric anhydride and starting compound A2 as described for compound 1. After evaporating the pyridine, the residue is partitioned between ethyl acetate and 1N hydrochloric acid. The ethyl acetate solution is dried over magnesium sulfate and evaporated. Crystallisation from diethyl ether. M.p. 133-135° C. Yields the product C(C)OC=1C=C(C=CC1OCC)C1=NN(C([C@@H]2CC=CC[C@H]12)=O)C1CCN(CC1)C(CCCC(=O)O)=O (5-{4-[(4aS,8aR)-4-(3,4-Diethoxy-phenyl)-1-oxo-4a,5,8,8a-tetrahydro-1H-phthalazin-2-yl]-piperidin-1-yl}-5-oxo-pentanoic acid). The reactants are Cc1ccc(N2CCNCC2)cc1C, CCOCC, O=C=Nc1cccc2cnccc12. The product is Cc1ccc(N2CCN(C(=O)Nc3cccc4cnccc34)CC2)cc1C. Reaction SMILES: [CH3:1][c:2]1[cH:3][c:4]([N:9]2[CH2:10][CH2:11][NH:12][CH2:13][CH2:14]2)[cH:5][cH:6][c:7]1[CH3:8].[CH3:28][CH2:29][O:30][CH2:31][CH3:32].[N:15](=[C:16]=[O:17])[c:18]1[c:19]2[cH:20][cH:21][n:22][cH:23][c:24]2[cH:25][cH:26][cH:27]1>>[CH3:1][c:2]1[cH:3][c:4]([N:9]2[CH2:10][CH2:11][N:12]([C:16]([NH:15][c:18]3[c:19]4[cH:20][cH:21][n:22][cH:23][c:24]4[cH:25][cH:26][cH:27]3)=[O:17])[CH2:13][CH2:14]2)[cH:5][cH:6][c:7]1[CH3:8]. Starting materials: COP(OC)(=O)CC(C(CCCC)(F)F)=O (dimethyl(3,3-difluoro-2-oxoheptyl)phosphonate), O=C1C[C@H]2[C@@H](O1)C[C@H]([C@@H]2C=O)OCC2=CC=CC=C2 ((3aR,4R,5R,6aS)-hexahydro-2-oxo-5-(phenylmethoxy)-2H-cyclopenta[b]furan-4-carboxaldehyde). Reagents/catalysts: [Zn](O)O (Zn(OH)2). Solvent: CC(C)(C)OC.O (MTBE H2O), ClCCl (dichloromethane). Conditions: time 1 hour. The product is FC(C(/C=C/[C@H]1[C@@H](C[C@@H]2OC(C[C@@H]21)=O)OCC2=CC=CC=C2)=O)(CCCC)F ((3aR,4R,5R,6aS)-4-((E)-4,4-difluoro-3-oxo-1-octenyl)-2-oxo-5-(phenylmethoxy)hexahydro-2H-cyclopenta[b]furan). Isolated yield 76.0%. As a reaction SMILES: COP([CH2:7][C:8](=[O:16])[C:9]([F:15])([F:14])[CH2:10][CH2:11][CH2:12][CH3:13])(=O)OC.[O:17]=[C:18]1[O:22][C@H:21]2[CH2:23][C@@H:24]([O:28][CH2:29][C:30]3[CH:35]=[CH:34][CH:33]=[CH:32][CH:31]=3)[C@H:25]([CH:26]=O)[C@H:20]2[CH2:19]1>CC(OC)(C)C.O.ClCCl.[Zn](O)O>[F:15][C:9]([F:14])([CH2:10][CH2:11][CH2:12][CH3:13])[C:8](=[O:16])/[CH:7]=[CH:26]/[C@@H:25]1[C@@H:20]2[C@@H:21]([O:22][C:18](=[O:17])[CH2:19]2)[CH2:23][C@H:24]1[O:28][CH2:29][C:30]1[CH:35]=[CH:34][CH:33]=[CH:32][CH:31]=1 |f:2.3|. Reported procedure: To a mixture of dimethyl(3,3-difluoro-2-oxoheptyl)phosphonate (210 mg, 0.81 mmoL) in MTBE/H2O (3/0.1 mL) was added Zn(OH)2 (100 mg, 0.81 mmoL) and the mixture was stirred under nitrogen for 1 h. A solution of (3aR,4R,5R,6aS)-hexahydro-2-oxo-5-(phenylmethoxy)-2H-cyclopenta[b]furan-4-carboxaldehyde (200 mg, 0.77 mmoL) in dichloromethane (3 mL) was added and the mixture was stirred for 24 h. After completion of the reaction, the reaction was then quenched with cold 1N HCl (12 mL). The organic layer... Starting materials: CCO, [H][H], C=Cc1c(SC)nc(N)nc1-c1ccco1. Product: CCc1c(SC)nc(N)nc1-c1ccco1. RXN SMILES: [CH3:19][CH2:20][OH:21].[H:17][H:18].[o:1]1[c:2](-[c:6]2[n:7][c:8]([NH2:16])[n:9][c:10]([S:14][CH3:15])[c:11]2[CH:12]=[CH2:13])[cH:3][cH:4][cH:5]1>>[o:1]1[c:2](-[c:6]2[n:7][c:8]([NH2:16])[n:9][c:10]([S:14][CH3:15])[c:11]2[CH2:12][CH3:13])[cH:3][cH:4][cH:5]1. Starting materials: CC1=C(C=2NC(=CC2S1)C(=O)O)N(S(=O)(=O)C=1SC=CC1)C (2-methyl-3-[methyl(2-thienylsulfonyl)amino]-4H-thieno[3,2-b]pyrrole-5-carboxylic acid), Cl.C(C1=CC=CC=C1)(C1=CC=CC=C1)(C1=CC=CC=C1)SCCN (2-(tritylthio)ethaneamine hydrochloride), N1(N=NC2=C1C=CC=C2)O (1H-1,2,3-benzotriazol-1-ol), Cl.CN(CCCN=C=NCC)C (N-[3-(dimethylamino)propyl]-N′-ethylcarbodiimide hydrochloride), C1(=CC=CC=C1)P(C1=CC=CC=C1)(C1=CC=CC=C1)=O (triphenylphosphine oxide), FC(S(=O)(=O)OS(=O)(=O)C(F)(F)F)(F)F (trifluoromethanesulfonic anhydride). Solvent: O (Water), CN(C=O)C (N,N-dimethylformamide), C(C)N(CC)CC (triethylamine), ClCCl (dichloromethane). Run at time 8 hour. Product: S1C(=NCC1)C1=CC2=C(N1)C(=C(S2)C)N(S(=O)(=O)C=2SC=CC2)C (N-[5-(4,5-dihydro-1,3-thiazol-2-yl)-2-methyl-4H-thieno[3,2-b]pyrrol-3-yl]-N-methylthiophene-2-sulfonamide). Isolated yield 28.4%. Reaction SMILES: [CH3:1][C:2]1[S:9][C:8]2[CH:7]=[C:6]([C:10](O)=O)[NH:5][C:4]=2[C:3]=1[N:13]([CH3:22])[S:14]([C:17]1[S:18][CH:19]=[CH:20][CH:21]=1)(=[O:16])=[O:15].Cl.C([S:43][CH2:44][CH2:45][NH2:46])(C1C=CC=CC=1)(C1C=CC=CC=1)C1C=CC=CC=1.N1(O)C2C=CC=CC=2N=N1.Cl.CN(C)CCCN=C=NCC.C1(P(=O)(C2C=CC=CC=2)C2C=CC=CC=2)C=CC=CC=1.FC(F)(F)S(OS(C(F)(F)F)(=O)=O)(=O)=O>ClCCl.O.CN(C)C=O.C(N(CC)CC)C>[S:43]1[CH2:44][CH2:45][N:46]=[C:10]1[C:6]1[NH:5][C:4]2[C:3]([N:13]([CH3:22])[S:14]([C:17]3[S:18][CH:19]=[CH:20][CH:21]=3)(=[O:16])=[O:15])=[C:2]([CH3:1])[S:9][C:8]=2[CH:7]=1 |f:1.2,4.5|. Reported procedure: To a mixture of 2-methyl-3-[methyl(2-thienylsulfonyl)amino]-4H-thieno[3,2-b]pyrrole-5-carboxylic acid (0.35 g), 2-(tritylthio)ethaneamine hydrochloride (0.43 g), 1H-1,2,3-benzotriazol-1-ol (0.19 g), triethylamine (0.2 mL) and N,N-dimethylformamide (10 mL) was added N-[3-(dimethylamino)propyl]-N′-ethylcarbodiimide hydrochloride (0.23 g), and the mixture was stirred at room temperature overnight. Water was added to the reaction mixture, and the mixture was extracted with ethyl acetate. The ethyl a...